From a dataset of the Open Reaction Database (ORD), a public repository of structured organic reaction records. describe an organic reaction: reactants, conditions, products, and yield The reactants are C(C)OC(C(=O)OCCCCCC)CC1=CC=C(C=C1)O (hexyl (2RS) (+/−) 2-ethoxy-3-(4-hydroxyphenyl)-propanoate), suspension, C(C)#N (acetonitrile). Run in P(=O)([O-])([O-])[O-] (phosphate), P(=O)([O-])([O-])[O-] (phosphate). The product is C(C)O[C@H](C(=O)O)CC1=CC=C(C=C1)O.C(C)O[C@@H](C(=O)OCCCCCC)CC1=CC=C(C=C1)O ((2S)-2-Ethoxy-3-(4-hydroxyphenyl)-propanoic acid Hexyl (2R)-2-Ethoxy-3-(4-hydroxyphenyl)-propanoate). As a reaction SMILES: [CH2:1]([O:3][CH:4]([CH2:14][C:15]1[CH:20]=[CH:19][C:18]([OH:21])=[CH:17][CH:16]=1)[C:5]([O:7][CH2:8][CH2:9][CH2:10][CH2:11][CH2:12][CH3:13])=[O:6])[CH3:2].C(#N)C>P([O-])([O-])([O-])=O>[CH2:1]([O:3][C@@H:4]([CH2:14][C:15]1[CH:16]=[CH:17][C:18]([OH:21])=[CH:19][CH:20]=1)[C:5]([OH:7])=[O:6])[CH3:2].[CH2:1]([O:3][C@H:4]([CH2:14][C:15]1[CH:16]=[CH:17][C:18]([OH:21])=[CH:19][CH:20]=1)[C:5]([O:7][CH2:8][CH2:9][CH2:10][CH2:11][CH2:12][CH3:13])=[O:6])[CH3:2] |f:3.4|. Reported procedure: To hexyl (2RS) (+/−) 2-ethoxy-3-(4-hydroxyphenyl)-propanoate (0.25 ml of a suspension containing 2 mg/ml in phosphate buffer 0.1M pH 7 and acetonitrile (amount indicated below)) was added the enzyme (amount indicated below) diluted in phosphate buffer 0.1M pH 7 (buffer volume such as total reaction mixture volume was 0.5 ml). The reaction mixture was shaken at room temperature and analysed at different times. The reaction mixture was analysed by the gradient HPLC method 1, and the chiral CE meth... Reactants: [Cl-].P(OC(C(C)C)C(C)C)([O-])N (Diisopropylmethyl phosphoramidite chloride), C(C)(C)N(CC)C(C)C (diisopropylethylamine), OCCC#N (3-hydroxypropionitrile). Solvent: C1CCOC1 (THF). Reaction conditions: time 4 hour. Yields the product C(#N)CCOCOPN(C(C)C)C(C)C (2-Cyanoethoxymethoxy-N,N-Diisopropylaminophosphine). As a reaction SMILES: [Cl-].[P:2](N)([O-])[O:3][CH:4](C(C)C)C(C)C.[CH:13]([N:16]([CH:19]([CH3:21])[CH3:20])CC)([CH3:15])[CH3:14].[OH:22][CH2:23][CH2:24][C:25]#[N:26]>C1COCC1>[C:25]([CH2:24][CH2:23][O:22][CH2:4][O:3][PH:2][N:16]([CH:13]([CH3:14])[CH3:15])[CH:19]([CH3:20])[CH3:21])#[N:26] |f:0.1|. Reported procedure: Diisopropylmethyl phosphoramidite chloride (10.7 g, 52.5 mmol) was added to a magnetically stirred solution of THF (100 ml), diisopropylethylamine (27.5 ml, 157.5 mmol) and 3-hydroxypropionitrile (7.2 ml, 105 mmol) at 0° C. After 4 hours, the mixture was warmed to room temperature and stirred for an additional 2 hours. The hydrochloride salt was removed from the reaction mixture by filtration through a scintered glass funnel. The resulting filtrate was recovered, diluted 1/1 with ethyl acetate, ... Reactants: [NH4+].[Cl-] (NH4Cl), N (ammonia), C(C)(C)(C)OC(=O)N1CCC(=CC1)C1=CC2=C(N=CN=C2Cl)N1 (4-(4-chloro-7H-pyrrolo[2,3-d]pyrimidin-6-yl)-3,6-dihydro-2H-pyridine-1-carboxylic acid tert-butyl ester), C(C)(C)(C)OC(=O)N1N=C(C2=CC(=CC=C12)N)OC (5-amino-3-methoxyindazole-1-carboxylic acid tert-butyl ester), [OH-].[Na+] (Sodium hydroxide), C(C)(C)(C)OC(=O)OC(=O)OC(C)(C)C (di-tert-butyldicarbonate), C(C)(C)N(C(C)C)CC (N,N-diisopropylethylamine), indazole-Boc. Run in O (Water), O (Water), C(C)(C)O (isopropyl alcohol). Run at temperature 85 celsius, time 2 day. The product is C(C)(C)(C)OC(=O)N1CCC(=CC1)C1=CC2=C(N=CN=C2NC=2C=C3C(=NNC3=CC2)OC)N1 (4-[4-(3-Methoxy-1H-indazol-5-ylamino)-7H-pyrrolo[2,3-d]pyrimidin-6-yl]-3,6-dihydro-2H-pyridine-1-carboxylic acid tert-butyl ester). Reaction SMILES: [C:1]([O:5][C:6]([N:8]1[CH2:13][CH:12]=[C:11]([C:14]2[NH:23][C:17]3[N:18]=[CH:19][N:20]=[C:21](Cl)[C:16]=3[CH:15]=2)[CH2:10][CH2:9]1)=[O:7])([CH3:4])([CH3:3])[CH3:2].C(OC([N:31]1[C:39]2[C:34](=[CH:35][C:36]([NH2:40])=[CH:37][CH:38]=2)[C:33]([O:41][CH3:42])=[N:32]1)=O)(C)(C)C.C(OC(OC(OC(C)(C)C)=O)=O)(C)(C)C.C(N(CC)C(C)C)(C)C.N.[OH-].[Na+].[NH4+].[Cl-]>C(O)(C)C.O>[C:1]([O:5][C:6]([N:8]1[CH2:13][CH:12]=[C:11]([C:14]2[NH:23][C:17]3[N:18]=[CH:19][N:20]=[C:21]([NH:40][C:36]4[CH:35]=[C:34]5[C:39](=[CH:38][CH:37]=4)[NH:31][N:32]=[C:33]5[O:41][CH3:42])[C:16]=3[CH:15]=2)[CH2:10][CH2:9]1)=[O:7])([CH3:4])([CH3:3])[CH3:2] |f:5.6,7.8|. Reported procedure: A mixture of 4-(4-chloro-7H-pyrrolo[2,3-d]pyrimidin-6-yl)-3,6-dihydro-2H-pyridine-1-carboxylic acid tert-butyl ester (48.2 mg, 0.144 mmol) and 5-amino-3-methoxyindazole-1-carboxylic acid tert-butyl ester (40.4 mg, 0.153 mmol) in isopropyl alcohol (3.0 mL) in a sealed tube was heated to 85° C. (bath temp.) for 16 h. LC/MS at that time showed the product (minor), indazole-Boc-product (major), de-Boc product (minor), and both starting materials. The bath temperature was increased to 90° C., and hea... The reactants are BrC1=CC2=C(C(=NO2)N2CCN(CC2)C(=O)OC(C)(C)C)C=C1 (1,1-dimethylethyl 4-(6-bromo-1,2-benzisoxazol-3-yl)-1-piperazinecarboxylate), BrC1=CC2=C(C(=NO2)N2CCN(CC2)C(=O)OC(C)(C)C)C=C1 (1,1-dimethylethyl 4-(6-bromo-1,2-benzisoxazol-3-yl)-1-piperazinecarboxylate), C1(CC1)NC(C1=CC(=C(C=C1)C)B1OC(C(O1)(C)C)(C)C)=O (N-Cyclopropyl-4-methyl-3-(4,4,5,5-tetramethyl-1,3,2-dioxaborolan-2-yl)benzamide), C1(CC1)NC(C1=CC(=C(C=C1)C)B1OC(C(O1)(C)C)(C)C)=O (N-Cyclopropyl-4-methyl-3-(4,4,5,5-tetramethyl-1,3,2-dioxaborolan-2-yl)benzamide), C([O-])([O-])=O.[Na+].[Na+] (sodium carbonate). Reagents/catalysts: C=1C=CC(=CC1)[P](C=2C=CC=CC2)(C=3C=CC=CC3)[Pd]([P](C=4C=CC=CC4)(C=5C=CC=CC5)C=6C=CC=CC6)([P](C=7C=CC=CC7)(C=8C=CC=CC8)C=9C=CC=CC9)[P](C=1C=CC=CC1)(C=1C=CC=CC1)C=1C=CC=CC1 (tetrakis(triphenylphosphine)palladium(0)). The solvent is C(C)(C)O (isopropanol). Product: C1(CC1)NC(=O)C=1C=CC(=C(C1)C1=CC2=C(C(=NO2)N2CCN(CC2)C(=O)OC(C)(C)C)C=C1)C (1,1-Dimethylethyl 4-(6-{5-[(cyclopropylamino)carbonyl]-2-methylphenyl}-1,2-benzisoxazol-3-yl)-1-piperazinecarboxylate). Yield: 60.2%. RXN SMILES: Br[C:2]1[CH:23]=[CH:22][C:5]2[C:6]([N:9]3[CH2:14][CH2:13][N:12]([C:15]([O:17][C:18]([CH3:21])([CH3:20])[CH3:19])=[O:16])[CH2:11][CH2:10]3)=[N:7][O:8][C:4]=2[CH:3]=1.[CH:24]1([NH:27][C:28](=[O:45])[C:29]2[CH:34]=[CH:33][C:32]([CH3:35])=[C:31](B3OC(C)(C)C(C)(C)O3)[CH:30]=2)[CH2:26][CH2:25]1.C(=O)([O-])[O-].[Na+].[Na+]>C(O)(C)C.C1C=CC([P]([Pd]([P](C2C=CC=CC=2)(C2C=CC=CC=2)C2C=CC=CC=2)([P](C2C=CC=CC=2)(C2C=CC=CC=2)C2C=CC=CC=2)[P](C2C=CC=CC=2)(C2C=CC=CC=2)C2C=CC=CC=2)(C2C=CC=CC=2)C2C=CC=CC=2)=CC=1>[CH:24]1([NH:27][C:28]([C:29]2[CH:34]=[CH:33][C:32]([CH3:35])=[C:31]([C:2]3[CH:23]=[CH:22][C:5]4[C:6]([N:9]5[CH2:14][CH2:13][N:12]([C:15]([O:17][C:18]([CH3:21])([CH3:20])[CH3:19])=[O:16])[CH2:11][CH2:10]5)=[N:7][O:8][C:4]=4[CH:3]=3)[CH:30]=2)=[O:45])[CH2:25][CH2:26]1 |f:2.3.4,^1:59,61,80,99|. Procedure details: A mixture of 1,1-dimethylethyl 4-(6-bromo-1,2-benzisoxazol-3-yl)-1-piperazinecarboxylate (Intermediate 25) (0.04 g), N-Cyclopropyl-4-methyl-3-(4,4,5,5-tetramethyl-1,3,2-dioxaborolan-2-yl)benzamide (Intermediate 5) (0.035 g), 2N aqueous sodium carbonate (2 ml) and tetrakis(triphenylphosphine)palladium(0) (1 mg) in isopropanol (6 ml) was stirred at reflux under nitrogen for 16 h. The residue was absorbed onto silica Merck 7734) and applied to a Varian Bond-Elut SPE cartridge (silica, 5 g). Elution... Reactants: CC(=O)O, CC(=O)O[BH-](OC(C)=O)OC(C)=O, CO, Cc1cc(NC(=O)CCCCN(C)C(=O)CCN2CCC(OC(=O)Nc3ccccc3-c3ccccc3)CC2)c(C)cc1C=O, ClCCl, CC(C)(C)[Si](C)(C)OC(CN)c1ccc(O)c2[nH]c(=O)ccc12, [Na+], [Na+], [OH-]. Product: Cc1cc(NC(=O)CCCCN(C)C(=O)CCN2CCC(OC(=O)Nc3ccccc3-c3ccccc3)CC2)c(C)cc1CNCC(O[Si](C)(C)C(C)(C)C)c1ccc(O)c2[nH]c(=O)ccc12. As a reaction SMILES: [C:46]([OH:47])(=[O:48])[CH3:49].[C:73]([O:74][BH-:75]([O:76][C:77](=[O:78])[CH3:79])[O:80][C:81](=[O:82])[CH3:83])(=[O:84])[CH3:85].[CH3:92][OH:93].[CH:1](=[O:2])[c:3]1[cH:4][c:5]([CH3:45])[c:6]([NH:10][C:11](=[O:12])[CH2:13][CH2:14][CH2:15][CH2:16][N:17]([C:18](=[O:19])[CH2:20][CH2:21][N:22]2[CH2:23][CH2:24][CH:25]([O:28][C:29]([NH:30][c:31]3[c:32](-[c:37]4[cH:38][cH:39][cH:40][cH:41][cH:42]4)[cH:33][cH:34][cH:35][cH:36]3)=[O:43])[CH2:26][CH2:27]2)[CH3:44])[cH:7][c:8]1[CH3:9].[Cl:89][CH2:90][Cl:91].[NH2:50][CH2:51][CH:52]([O:53][Si:54]([CH3:55])([CH3:56])[C:57]([CH3:58])([CH3:59])[CH3:60])[c:61]1[c:62]2[cH:63][cH:64][c:65](=[O:72])[nH:66][c:67]2[c:68]([OH:71])[cH:69][cH:70]1.[Na+:86].[Na+:88].[OH-:87]>>[CH2:1]([c:3]1[cH:4][c:5]([CH3:45])[c:6]([NH:10][C:11](=[O:12])[CH2:13][CH2:14][CH2:15][CH2:16][N:17]([C:18](=[O:19])[CH2:20][CH2:21][N:22]2[CH2:23][CH2:24][CH:25]([O:28][C:29]([NH:30][c:31]3[c:32](-[c:37]4[cH:38][cH:39][cH:40][cH:41][cH:42]4)[cH:33][cH:34][cH:35][cH:36]3)=[O:43])[CH2:26][CH2:27]2)[CH3:44])[cH:7][c:8]1[CH3:9])[NH:50][CH2:51][CH:52]([O:53][Si:54]([CH3:55])([CH3:56])[C:57]([CH3:58])([CH3:59])[CH3:60])[c:61]1[c:62]2[cH:63][cH:64][c:65](=[O:72])[nH:66][c:67]2[c:68]([OH:71])[cH:69][cH:70]1. Starting materials: BrC=1C=C(C=C(C1)[N+](=O)[O-])C1=NN=NN1C (5-(3-Bromo-5-nitro-phenyl)-1-methyl-1H-tetrazole). The reagents and catalysts are [Ni] (Ni). The solvent is CCOC(=O)C (EtOAc). Product: BrC=1C=C(C=C(C1)C1=NN=NN1C)N (3-Bromo-5-(1-methyl-1H-tetrazol-5-yl)-phenylamine). The yield is 15.4%. As a reaction SMILES: [Br:1][C:2]1[CH:3]=[C:4]([C:11]2[N:15]([CH3:16])[N:14]=[N:13][N:12]=2)[CH:5]=[C:6]([N+:8]([O-])=O)[CH:7]=1>CCOC(C)=O.[Ni]>[Br:1][C:2]1[CH:7]=[C:6]([NH2:8])[CH:5]=[C:4]([C:11]2[N:15]([CH3:16])[N:14]=[N:13][N:12]=2)[CH:3]=1. Procedure details: A solution of 5-(3-Bromo-5-nitro-phenyl)-1-methyl-1H-tetrazole (2.1 g) in EtOAc (100 ml) was hydrogenated on a H-cube® apparatus at 20° C., room pressure with a flow rate of 1 ml/min using a Raney-Ni cartridge. After reaction completion, the mixture was concentrated in vacuum and triturated with MeOH. The solid was filtered and further triturated and air-dried to give the title compound (290 mg). Rt 1.25 min (method D). Reactants: CN1CCNCC1, CC(C)OC(C)C, O=C(NC1N=C(c2ccccc2)c2ccccc2N(CCBr)C1=O)c1cc2ccccc2[nH]1. Product: CN1CCN(CCN2C(=O)C(NC(=O)c3cc4ccccc4[nH]3)N=C(c3ccccc3)c3ccccc32)CC1. RXN SMILES: [CH3:34][N:35]1[CH2:36][CH2:37][NH:38][CH2:39][CH2:40]1.[CH:41]([O:42][CH:43]([CH3:44])[CH3:45])([CH3:46])[CH3:47].[nH:1]1[c:2]([C:10](=[O:11])[NH:12][CH:13]2[C:14](=[O:33])[N:15]([CH2:30][CH2:31][Br:32])[c:16]3[c:17]([cH:26][cH:27][cH:28][cH:29]3)[C:18]([c:20]3[cH:21][cH:22][cH:23][cH:24][cH:25]3)=[N:19]2)[cH:3][c:4]2[cH:5][cH:6][cH:7][cH:8][c:9]12>>[nH:1]1[c:2]([C:10](=[O:11])[NH:12][CH:13]2[C:14](=[O:33])[N:15]([CH2:30][CH2:31][N:38]3[CH2:37][CH2:36][N:35]([CH3:34])[CH2:40][CH2:39]3)[c:16]3[c:17]([cH:26][cH:27][cH:28][cH:29]3)[C:18]([c:20]3[cH:21][cH:22][cH:23][cH:24][cH:25]3)=[N:19]2)[cH:3][c:4]2[cH:5][cH:6][cH:7][cH:8][c:9]12.